Dataset: the Open Reaction Database (ORD), a public repository of structured organic reaction records. Task: describe an organic reaction: reactants, conditions, products, and yield Reactants: C1C(NC(CC2=C1C=CC=C2)=O)=O (1,5-dihydro-benzo[d]azepine-2,4-dione), CO (MeOH), solution, Cl (HCl). Run in C(C)OCC (ethyl ether). Yields the product Cl.C1CNCCC2=C1C=CC=C2 (2,3,4,5-tetrahydro-1H-benzo[d]azepine hydrochloride). Yield: 78.0%. As a reaction SMILES: [CH2:1]1[C:7]2[CH:8]=[CH:9][CH:10]=[CH:11][C:6]=2[CH2:5][C:4](=O)[NH:3][C:2]1=O.CO.[ClH:16]>C(OCC)C>[ClH:16].[CH2:5]1[C:6]2[CH:11]=[CH:10][CH:9]=[CH:8][C:7]=2[CH2:1][CH2:2][NH:3][CH2:4]1 |f:4.5|. Procedure details: To a suspension of 1,5-dihydro-benzo[d]azepine-2,4-dione (9.3 g) in toluene (250 ml) borane-methylsulfide complex (20 ml) was added dropwise under nitrogen atmosphere, then the mixture was heated at reflux for 4 h. MeOH (20 ml) was added dropwise and the mixture refluxed for additional 1 h, then cooled to room temperature. A 10% solution of anidrous HCl in ethyl ether (50 ml) was added and the solid precipitate was filtered off, washed with ethyl ether and desiccated under reduced pressure to af... Reactants: C1N(CCC2=CC=CC=C12)C1CCC2(CC1)OC1=C(C=C2)C=C(C=C1)NS(=O)(=O)C (N-[4'-(3,4-dihydro-2(1H)-isoquinolinyl)spiro[2H-1-benzopyran-2,1'-cyclohexan]-6-yl ]methanesulfonamide). The reagents and catalysts are [Pd] (Pd/C). Run in C(C)O (ethanol). The product is C1N(CCC2=CC=CC=C12)C1CCC2(CC1)OC1=C(CC2)C=C(C=C1)NS(=O)(=O)C (N-[4'-(3,4-dihydro-2(1H)-isoquinolinyl)-3,4-dihydrospiro[2H- 1-benzopyran-2,1 '-cyclohexan]-6-yl]methanesulfonamide). RXN SMILES: [CH2:1]1[C:10]2[C:5](=[CH:6][CH:7]=[CH:8][CH:9]=2)[CH2:4][CH2:3][N:2]1[CH:11]1[CH2:16][CH2:15][C:14]2([CH:21]=[CH:20][C:19]3[CH:22]=[C:23]([NH:26][S:27]([CH3:30])(=[O:29])=[O:28])[CH:24]=[CH:25][C:18]=3[O:17]2)[CH2:13][CH2:12]1>C(O)C.[Pd]>[CH2:1]1[C:10]2[C:5](=[CH:6][CH:7]=[CH:8][CH:9]=2)[CH2:4][CH2:3][N:2]1[CH:11]1[CH2:16][CH2:15][C:14]2([CH2:21][CH2:20][C:19]3[CH:22]=[C:23]([NH:26][S:27]([CH3:30])(=[O:28])=[O:29])[CH:24]=[CH:25][C:18]=3[O:17]2)[CH2:13][CH2:12]1. Reported procedure: To a stirred suspension of 5% Pd/C (10 wt. %, 1.7 mg) in ethanol (25 ml ) was added the olefin from step A above. The system was evacuated and purged with hydrogen twice and the reaciton mixture stirred at r.t. under 1 atm. of hydrogen. After three hours another portion of Pd/C (20 wt.%, 3.4 mg) was added and the reaction stirred overnight at r.t. It was then filtered through celite, the pad rinsed with ethanol and evaporated under reduced pressure. The resulting oil was chromatographed over sil... Starting materials: BrC=1C=NC=C(C(=O)Cl)C1 (5-bromo-nicotinoyl chloride), solution, C[Mg]Br (methylmagnesium bromide), C(C)OCC (diethyl ether). Run in C1CCOC1 (THF). Reaction conditions: time 20 minute. Product: BrC=1C=C(C=NC1)C(C)(C)O (2-(5-bromo-pyridin-3-yl)-propan-2-ol). Reaction SMILES: [Br:1][C:2]1[CH:3]=[N:4][CH:5]=[C:6]([CH:10]=1)C(Cl)=O.[CH3:11][Mg]Br.C([O:16][CH2:17][CH3:18])C>C1COCC1>[Br:1][C:2]1[CH:10]=[C:6]([C:17]([OH:16])([CH3:18])[CH3:11])[CH:5]=[N:4][CH:3]=1. Procedure: To a solution of 5-bromo-nicotinoyl chloride (900 mg, 4.1 mmol) in THF (18 mL) at −78° C. was added a 3.0 M solution of methylmagnesium bromide in diethyl ether (5.44 mL, 16.3 mmol). The reaction was stirred for 20 minutes and then quenched with saturated aqueous ammonium chloride. The reaction was then brought to room temperature, diluted with brine and ethyl acetate and the layers were separated. The aqueous layer was extracted two additional times with ethyl acetate, and the organic layers we... Starting materials: [Li+].[BH4-] (LiBH4), COC(=O)[C@@H]1CC[C@H](CC1)N(C)C(=O)OC(C)(C)C (trans-4-(tert-Butoxycarbonyl-methyl-amino)-cyclohexanecarboxylic acid methyl ester), Cl (HCl). The solvent is CCOCC (ether), C1CCOC1 (THF). Product: C(C)(C)(C)OC(N(C)[C@@H]1CC[C@H](CC1)CO)=O (trans-(4-Hydroxymethyl-cyclo-hexyl)-methyl-carbamic acid tert-butyl ester). Yield: 105.8%. Reaction SMILES: C[O:2][C:3]([C@H:5]1[CH2:10][CH2:9][C@H:8]([N:11]([C:13]([O:15][C:16]([CH3:19])([CH3:18])[CH3:17])=[O:14])[CH3:12])[CH2:7][CH2:6]1)=O.[Li+].[BH4-].Cl>C1COCC1.CCOCC>[C:16]([O:15][C:13](=[O:14])[N:11]([C@H:8]1[CH2:7][CH2:6][C@H:5]([CH2:3][OH:2])[CH2:10][CH2:9]1)[CH3:12])([CH3:17])([CH3:19])[CH3:18] |f:1.2|. Procedure: 17.1 g (62.95 mmol) of trans-4-(tert-Butoxycarbonyl-methyl-amino)-cyclohexanecarboxylic acid methyl ester, dissolved in 150 ml of THF, were treated with 2.74 g (126 mmol) LiBH4. The reaction-mixture was stirred under reflux for 6 h and then 200 ml of 1N HCl were dropped to the solution under ice-cooling. The mixture was dissolved in ether and washed with water. The solvent was evaporated under reduced pressure yielding 16.2 g trans-(4-Hydroxymethyl-cyclo-hexyl)-methyl-carbamic acid tert-butyl es... The reactants are COC(=O)c1c(-c2cc(OC)c(OC)c(OC)c2)c2cc(OC)c(O)cc2c(=O)n1-c1ccc(NC(=O)OC(C)(C)C)cc1, CCOC(C)=O, ClC(Cl)Cl, Cl, [Na+], [OH-]. Yields the product COC(=O)c1c(-c2cc(OC)c(OC)c(OC)c2)c2cc(OC)c(O)cc2c(=O)n1-c1ccc(N)cc1. RXN SMILES: [C:1]([O:2][C:3](=[O:4])[NH:8][c:9]1[cH:10][cH:11][c:12](-[n:15]2[c:16](=[O:44])[c:17]3[cH:18][c:19]([OH:43])[c:20]([O:41][CH3:42])[cH:21][c:22]3[c:23](-[c:29]3[cH:30][c:31]([O:39][CH3:40])[c:32]([O:37][CH3:38])[c:33]([O:35][CH3:36])[cH:34]3)[c:24]2[C:25](=[O:26])[O:27][CH3:28])[cH:13][cH:14]1)([CH3:5])([CH3:6])[CH3:7].[CH3:52][CH2:53][O:54][C:55](=[O:56])[CH3:57].[CH:48]([Cl:49])([Cl:50])[Cl:51].[ClH:45].[Na+:47].[OH-:46]>>[NH2:8][c:9]1[cH:10][cH:11][c:12](-[n:15]2[c:16](=[O:44])[c:17]3[cH:18][c:19]([OH:43])[c:20]([O:41][CH3:42])[cH:21][c:22]3[c:23](-[c:29]3[cH:30][c:31]([O:39][CH3:40])[c:32]([O:37][CH3:38])[c:33]([O:35][CH3:36])[cH:34]3)[c:24]2[C:25](=[O:26])[O:27][CH3:28])[cH:13][cH:14]1.